This data is from the Open Reaction Database (ORD), a public repository of structured organic reaction records. The task is: describe an organic reaction: reactants, conditions, products, and yield Reactants: COC(C)(C)OC (2,2-dimethoxypropane), O.C1(=CC=C(C=C1)S(=O)(=O)O)C (p-toluenesulphonic acid monohydrate). The solvent is CC(=O)C (acetone). Run at time 1 hour. Product: OCCC1COC(OC1)(C)C (5-(2-hydroxyethyl)-2,2-dimethyl-1,3-dioxan). Isolated yield 47.0%. As a reaction SMILES: [CH3:1][O:2][C:3]([O:6][CH3:7])([CH3:5])[CH3:4].[OH2:8].[C:9]1([CH3:19])C=CC(S(O)(=O)=O)=C[CH:10]=1>CC(C)=O>[OH:8][CH2:10][CH2:9][CH:19]1[CH2:7][O:6][C:3]([CH3:5])([CH3:4])[O:2][CH2:1]1 |f:1.2|. Procedure details: To a suspension of lithium aluminium hydride (2.87 g, 76 mmol) in tetrahydrofuran (125 ml), a solution of triethyl 1,1,2-ethanetricarboxylate (9.2 ml, 9.85 g, 40 mmol) in tetrahydrofuran (25 ml) was added dropwise with stirring over 2 hours. Excess reagent was then quenched with aqueous tetrahydrofuran (1:2). The inorganic salts were filtered off and washed with ethanol (100 ml). The filtrate and washings were combined and the solvent was evaporated under reduced pressure to afford a colourless ... The reactants are CS(=O)(=O)O, [Cl-], Oc1ccc(-c2cn3cccnc3n2)c2ccccc12. Product: CS(=O)(=O)Oc1ccc(-c2cn3cccnc3n2)c2ccccc12. Reaction SMILES: [CH3:22][S:23](=[O:24])(=[O:25])[OH:26].[Cl-:21].[OH:1][c:2]1[cH:3][cH:4][c:5](-[c:12]2[n:13][c:14]3[n:15]([cH:16][cH:17][cH:18][n:19]3)[cH:20]2)[c:6]2[cH:7][cH:8][cH:9][cH:10][c:11]12>>[O:1]([c:2]1[cH:3][cH:4][c:5](-[c:12]2[n:13][c:14]3[n:15]([cH:16][cH:17][cH:18][n:19]3)[cH:20]2)[c:6]2[cH:7][cH:8][cH:9][cH:10][c:11]12)[S:23]([CH3:22])(=[O:24])=[O:25]. The reactants are C=C(C)CC1(C(=O)O)CC(=O)N(c2c(C)cccc2C)C1, CO. Product: C=C(C)CC1(C(=O)OC)CC(=O)N(c2c(C)cccc2C)C1. RXN SMILES: [CH3:1][c:2]1[c:3]([N:9]2[CH2:10][C:11]([C:15](=[O:16])[OH:17])([CH2:18][C:19](=[CH2:20])[CH3:21])[CH2:12][C:13]2=[O:14])[c:4]([CH3:8])[cH:5][cH:6][cH:7]1.[CH3:22][OH:23]>>[CH3:1][c:2]1[c:3]([N:9]2[CH2:10][C:11]([C:15]([O:16][CH3:22])=[O:17])([CH2:18][C:19](=[CH2:20])[CH3:21])[CH2:12][C:13]2=[O:14])[c:4]([CH3:8])[cH:5][cH:6][cH:7]1. Starting materials: NC1=C(C=C(C(=C1)C(F)(F)F)Cl)O (2-amino-5-chloro-4-trifluoromethylphenol), FC1=C(C(=O)O)C=CN=C1 (3-fluoroisonicotinic acid), CCN=C=NCCCN(C)C (WSC), N1=CC=CC=C1 (pyridine). Solvent: O (water). Conditions: temperature 80 celsius. Product: FC1=C(C(=O)NC2=C(C=C(C(=C2)C(F)(F)F)Cl)O)C=CN=C1 (3-fluoro-N-[4-chloro-2-hydroxy-5-trifluoromethylphenyl]isonicotinamide). The yield is 65.9%. Reaction SMILES: [NH2:1][C:2]1[CH:7]=[C:6]([C:8]([F:11])([F:10])[F:9])[C:5]([Cl:12])=[CH:4][C:3]=1[OH:13].[F:14][C:15]1[CH:23]=[N:22][CH:21]=[CH:20][C:16]=1[C:17](O)=[O:18].CCN=C=NCCCN(C)C.N1C=CC=CC=1>O>[F:14][C:15]1[CH:23]=[N:22][CH:21]=[CH:20][C:16]=1[C:17]([NH:1][C:2]1[CH:7]=[C:6]([C:8]([F:9])([F:10])[F:11])[C:5]([Cl:12])=[CH:4][C:3]=1[OH:13])=[O:18]. Reported procedure: A mixture of 2.0 g of 2-amino-5-chloro-4-trifluoromethylphenol, 1.33 g of 3-fluoroisonicotinic acid, 2.36 g of WSC and 15 ml of pyridine was stirred while heating at 80° C. for 3.5 hours. The reaction mixture was cooled to room temperature, and then water was added, followed by extraction with ethyl acetate three times. The combined organic layers were washed with water and a saturated sodium chloride solution, then dried over anhydrous magnesium sulfate, and then concentrated under reduced pres... The reactants are FC=1C=C2C=NNC2=CC1 (5-fluoro-1H-indazole), BrCC(=O)OCC (ethyl bromoacetate). Product: FC1=CC2=CN(N=C2C=C1)CC(=O)OCC (Ethyl (5-fluoro-2H-indazol-2-yl)acetate). RXN SMILES: [F:1][C:2]1[CH:3]=[C:4]2[C:8](=[CH:9][CH:10]=1)[NH:7][N:6]=[CH:5]2.Br[CH2:12][C:13]([O:15][CH2:16][CH3:17])=[O:14]>>[F:1][C:2]1[CH:10]=[CH:9][C:8]2[C:4](=[CH:5][N:6]([CH2:12][C:13]([O:15][CH2:16][CH3:17])=[O:14])[N:7]=2)[CH:3]=1. Procedure: The title compound was prepared according to the method described for Preparation 93 using 5-fluoro-1H-indazole and ethyl bromoacetate to afford the title compound as an off-white solid in 27% yield, 130 mg. Reactants: C1(CC1)COC1=C(C=C(C=C1)OC)C1=C2C(=NC=C1)C(=C(N2COCC[Si](C)(C)C)C)C(=O)O (7-[2-(cyclopropylmethoxy)-5-methoxyphenyl]-2-methyl-1-{[2-(trimethylsilyl)ethoxy]methyl}-1H-pyrrolo[3,2-b]pyridine-3-carboxylic acid), NC1CCN(CC1)C(=O)OC(C)(C)C (tert-butyl 4-amino-piperidine-1-carboxylate). The product is C1(CC1)COC1=C(C=C(C=C1)OC)C1=C2C(=NC=C1)C(=C(N2COCC[Si](C)(C)C)C)C(=O)NC2CCN(CC2)C(=O)OC(C)(C)C (tert-Butyl 4-{[(7-[2-(cyclopropylmethoxy)-5-methoxyphenyl]-2-methyl-1-{[2-(trimethylsilyl)ethoxy]methyl}-1H-pyrrolo[3,2-b]pyridin-3-yl)carbonyl]amino}piperidine-1-carboxylate). Reaction SMILES: [CH:1]1([CH2:4][O:5][C:6]2[CH:11]=[CH:10][C:9]([O:12][CH3:13])=[CH:8][C:7]=2[C:14]2[CH:19]=[CH:18][N:17]=[C:16]3[C:20]([C:32](O)=[O:33])=[C:21]([CH3:31])[N:22]([CH2:23][O:24][CH2:25][CH2:26][Si:27]([CH3:30])([CH3:29])[CH3:28])[C:15]=23)[CH2:3][CH2:2]1.[NH2:35][CH:36]1[CH2:41][CH2:40][N:39]([C:42]([O:44][C:45]([CH3:48])([CH3:47])[CH3:46])=[O:43])[CH2:38][CH2:37]1>>[CH:1]1([CH2:4][O:5][C:6]2[CH:11]=[CH:10][C:9]([O:12][CH3:13])=[CH:8][C:7]=2[C:14]2[CH:19]=[CH:18][N:17]=[C:16]3[C:20]([C:32]([NH:35][CH:36]4[CH2:37][CH2:38][N:39]([C:42]([O:44][C:45]([CH3:48])([CH3:47])[CH3:46])=[O:43])[CH2:40][CH2:41]4)=[O:33])=[C:21]([CH3:31])[N:22]([CH2:23][O:24][CH2:25][CH2:26][Si:27]([CH3:29])([CH3:28])[CH3:30])[C:15]=23)[CH2:3][CH2:2]1. Procedure details: Starting from 7-[2-(cyclopropylmethoxy)-5-methoxyphenyl]-2-methyl-1-{[2-(trimethylsilyl)ethoxy]methyl}-1H-pyrrolo[3,2-b]pyridine-3-carboxylic acid (example D.c5) and commercially available tert-butyl 4-amino-piperidine-1-carboxylate the title compound is obtained as pale yellow viscous oil.